From a dataset of the Open Reaction Database (ORD), a public repository of structured organic reaction records. describe an organic reaction: reactants, conditions, products, and yield Reactants: FC1=CC=C(C=C1)C1=NC(=CC(=C1/C=C/C=O)C(C)C)C1=CC=CC=C1 ((E)-3-[2-(4-fluorophenyl)-4-(1-methylethyl)-6-phenyl-3-pyridinyl]-2-propenal), C(CC(=O)C)(=O)OC (Methyl acetoacetate), [H-].[Na+] (NaH), Cl (HCl), [Li]CCCC (n-BuLi), C(=O)(O)[O-].[Na+] (NaHCO3). Run in C1CCOC1 (THF), C1CCOC1 (THF), CCOCC (Et2O), O (H2O). Run at temperature -78 celsius, time 15 minute. Product: FC1=CC=C(C=C1)C1=NC(=CC(=C1/C=C/C(CC(CC(=O)OC)=O)O)C(C)C)C1=CC=CC=C1 ((E)-7-[2-(4-fluorophenyl)-4-(1-methylethyl)-6-phenyl-3-pyridinyl]-5-hydroxy-3-oxo-6-heptenoic acid, methyl ester). The yield is 44.0%. RXN SMILES: [C:1]([O:7][CH3:8])(=[O:6])[CH2:2][C:3]([CH3:5])=[O:4].[H-].[Na+].[Li]CCCC.[F:16][C:17]1[CH:22]=[CH:21][C:20]([C:23]2[C:28](/[CH:29]=[CH:30]/[CH:31]=[O:32])=[C:27]([CH:33]([CH3:35])[CH3:34])[CH:26]=[C:25]([C:36]3[CH:41]=[CH:40][CH:39]=[CH:38][CH:37]=3)[N:24]=2)=[CH:19][CH:18]=1.Cl.C([O-])(O)=O.[Na+]>C1COCC1.CCOCC.O>[F:16][C:17]1[CH:22]=[CH:21][C:20]([C:23]2[C:28](/[CH:29]=[CH:30]/[CH:31]([OH:32])[CH2:5][C:3](=[O:4])[CH2:2][C:1]([O:7][CH3:8])=[O:6])=[C:27]([CH:33]([CH3:35])[CH3:34])[CH:26]=[C:25]([C:36]3[CH:37]=[CH:38][CH:39]=[CH:40][CH:41]=3)[N:24]=2)=[CH:19][CH:18]=1 |f:1.2,6.7|. Procedure details: Methyl acetoacetate (160 mg, 1.38 mmol) was dropwise to a slurry of NaH (60% in mineral oil, 55.1 mg, 1.38 mmol) in dry THF (3.5 ml) at 0° C. After 15 minutes, n-BuLi (1.5M in hexane, 830 ul, 1.25 mmol) was added and the mixture was stirred an additional 15 minutes. The bright yellow solution was cooled to -78° C. and treated with a solution of (E)-3-[2-(4-fluorophenyl)-4-(1-methylethyl)-6-phenyl-3-pyridinyl]-2-propenal (317 mg, 0.92 mmol) in THF (2 ml). Stirring continued for 20 minutes, after ... The reactants are FC(C1=CC2=C(N=C(S2)N)C=C1)(F)F (6-trifluoromethyl-2-benzothiazolamine), ClCCSCCCl (2-chloroethylsulphide), CC(=O)CC (methylethylketone), CC(=O)C (acetone). The solvent is petroleum ether, C(C)(=O)OCC (ethyl acetate). Conditions: temperature 20 celsius. Product: N=C1SC2=C(N1CCSCC)C=CC(=C2)C(F)(F)F (2-Imino-3-(2-ethylthioethyl)-6-trifluoromethylbenzothiazoline). Reaction SMILES: [F:1][C:2]([F:14])([F:13])[C:3]1[CH:12]=[CH:11][C:6]2[N:7]=[C:8]([NH2:10])[S:9][C:5]=2[CH:4]=1.Cl[CH2:16][CH2:17][S:18][CH2:19][CH2:20]Cl.CC(CC)=O.CC(C)=O>C(OCC)(=O)C>[NH:10]=[C:8]1[N:7]([CH2:16][CH2:17][S:18][CH2:19][CH3:20])[C:6]2[CH:11]=[CH:12][C:3]([C:2]([F:1])([F:13])[F:14])=[CH:4][C:5]=2[S:9]1. Procedure: 2-Imino-3(2-ethylthioethyl)-6-trifluoromethylbenzothiazoline can be obtained in the following manner: A mixture of 6-trifluoromethyl-2-benzothiazolamine (32.3 g), 2-chloroethylsulphide (18 cc) and methylethylketone (20 cc) is heated under reflux for 16 hours. After cooling to 20° C., acetone (20 cc) is added and the solution obtained is poured into a mixture of ethyl acetate (200 cc) and petroleum ether (40°-60° C., 200 cc). The precipitate obtained is filtered off, taken up in water, and made a... Starting materials: CC(C)(C)OC(=O)N1CCN(c2cccnc2Cl)CC1, Cc1ccccc1, [K+], [K+], [K+], OB(O)c1ccc(F)cc1, O=P([O-])([O-])[O-]. The product is CC(C)(C)OC(=O)N1CCN(c2cccnc2-c2ccc(F)cc2)CC1. RXN SMILES: [C:1]([CH3:2])([CH3:3])([CH3:4])[O:5][C:6](=[O:7])[N:8]1[CH2:9][CH2:10][N:11]([c:14]2[c:15]([Cl:20])[n:16][cH:17][cH:18][cH:19]2)[CH2:12][CH2:13]1.[CH3:39][c:40]1[cH:41][cH:42][cH:43][cH:44][cH:45]1.[K+:36].[K+:37].[K+:38].[OH:21][B:22]([OH:23])[c:24]1[cH:25][cH:26][c:27]([F:28])[cH:29][cH:30]1.[P:31]([O-:32])([O-:33])([O-:34])=[O:35]>>[C:1]([CH3:2])([CH3:3])([CH3:4])[O:5][C:6](=[O:7])[N:8]1[CH2:9][CH2:10][N:11]([c:14]2[c:15](-[c:24]3[cH:25][cH:26][c:27]([F:28])[cH:29][cH:30]3)[n:16][cH:17][cH:18][cH:19]2)[CH2:12][CH2:13]1. Reactants: COC(=O)C=1N=C(C2=C(C=CC=C2C1O)OC1=CC=CC=C1)C#N (1-cyano-4-hydroxy-8-phenoxy-isoquinoline-3-carboxylic acid methyl ester), NCC(=O)O (glycine), C[O-].[Na+] (sodium methoxide). The solvent is CO (methanol). Product: C(#N)C1=NC(=C(C2=CC=CC(=C12)OC1=CC=CC=C1)O)C(=O)NCC(=O)O ([(1-Cyano-4-hydroxy-8-phenoxy-isoquinoline-3-carbonyl)-amino]-acetic acid). The yield is 97.4%. RXN SMILES: CO[C:3]([C:5]1[N:6]=[C:7]([C:23]#[N:24])[C:8]2[C:13]([C:14]=1[OH:15])=[CH:12][CH:11]=[CH:10][C:9]=2[O:16][C:17]1[CH:22]=[CH:21][CH:20]=[CH:19][CH:18]=1)=[O:4].[NH2:25][CH2:26][C:27]([OH:29])=[O:28].C[O-].[Na+]>CO>[C:23]([C:7]1[C:8]2[C:13](=[CH:12][CH:11]=[CH:10][C:9]=2[O:16][C:17]2[CH:18]=[CH:19][CH:20]=[CH:21][CH:22]=2)[C:14]([OH:15])=[C:5]([C:3]([NH:25][CH2:26][C:27]([OH:29])=[O:28])=[O:4])[N:6]=1)#[N:24] |f:2.3|. Reported procedure: A mixture of 1-cyano-4-hydroxy-8-phenoxy-isoquinoline-3-carboxylic acid methyl ester (322 mg, 1.0 mmol), glycine (1.51 g, 20.1 mmol), and a 0.5 M sodium methoxide solution in methanol (38.2 mL) was refluxed for 31 h before it was cooled to room temperature and concentrated in vacuo. Water (75 mL) was added and the pH of the yellow suspension was adjusted to 10 with aqueous 1 N HCl. A clear yellow solution was obtained after 5 minutes of sonication. The solution was washed with dichloromethane (2... The reactants are BrC1=CC(=C(C=C1)N)[N+](=O)[O-] (4-bromo-2-nitro-phenylamine), FC1=C(C=CC=C1)B(O)O (2-fluorophenylboronic acid), C(=O)(O)[O-].[Na+] (NaHCO3). The reagents and catalysts are C=1C=CC(=CC1)[P](C=2C=CC=CC2)(C=3C=CC=CC3)[Pd]([P](C=4C=CC=CC4)(C=5C=CC=CC5)C=6C=CC=CC6)([P](C=7C=CC=CC7)(C=8C=CC=CC8)C=9C=CC=CC9)[P](C=1C=CC=CC1)(C=1C=CC=CC1)C=1C=CC=CC1 (Pd(PPh3)4). Run in O1CCOCC1 (dioxane), O (water). Run at temperature 80 celsius. Product: FC1=C(C=CC=C1)C1=CC(=C(C=C1)N)[N+](=O)[O-] (2′-Fluoro-3-nitro-biphenyl-4-ylamine). The yield is 77.5%. Reaction SMILES: Br[C:2]1[CH:7]=[CH:6][C:5]([NH2:8])=[C:4]([N+:9]([O-:11])=[O:10])[CH:3]=1.[F:12][C:13]1[CH:18]=[CH:17][CH:16]=[CH:15][C:14]=1B(O)O.C([O-])(O)=O.[Na+]>O1CCOCC1.O.C1C=CC([P]([Pd]([P](C2C=CC=CC=2)(C2C=CC=CC=2)C2C=CC=CC=2)([P](C2C=CC=CC=2)(C2C=CC=CC=2)C2C=CC=CC=2)[P](C2C=CC=CC=2)(C2C=CC=CC=2)C2C=CC=CC=2)(C2C=CC=CC=2)C2C=CC=CC=2)=CC=1>[F:12][C:13]1[CH:18]=[CH:17][CH:16]=[CH:15][C:14]=1[C:2]1[CH:7]=[CH:6][C:5]([NH2:8])=[C:4]([N+:9]([O-:11])=[O:10])[CH:3]=1 |f:2.3,^1:37,39,58,77|. Procedure: A solution of 4-bromo-2-nitro-phenylamine (2.17 g, 10.0 mmol) in dioxane (40 mL) was treated with 2-fluorophenylboronic acid (1.40 g, 10.0 mmol) and NaHCO3 (40.0 mL, 80.0 mmol, 2M aqueous). The mixture was degassed via sonication and flushed with Ar. Pd(PPh3)4 (116 mg, 0.100 mmol) was added, and the mixture was heated to 80° C. for 12 h. The mixture was diluted with water (40 mL) and extracted twice with EtOAc (40 mL). The combined organic layers were dried over MgSO4 and concentrated in vacuo. ... Starting materials: CC(=O)OC(C)=O, CCOC(C)=O, CCCc1c(Cc2ccc(-c3ccccc3C#N)cc2)c(=O)n(C2CCC(OCC(C)(C)O)CC2)c2nc(C)nn12, c1ccncc1. Product: CCCc1c(Cc2ccc(-c3ccccc3C#N)cc2)c(=O)n(C2CCC(OCC(C)(C)OC(C)=O)CC2)c2nc(C)nn12. RXN SMILES: [CH3:42][C:43](=[O:44])[O:45][C:46](=[O:47])[CH3:48].[CH3:55][CH2:56][O:57][C:58](=[O:59])[CH3:60].[OH:1][C:2]([CH2:3][O:4][CH:5]1[CH2:6][CH2:7][CH:8]([n:11]2[c:12]3[n:13]([c:14]([CH2:33][CH2:34][CH3:35])[c:15]([CH2:18][c:19]4[cH:20][cH:21][c:22](-[c:25]5[c:26]([C:31]#[N:32])[cH:27][cH:28][cH:29][cH:30]5)[cH:23][cH:24]4)[c:16]2=[O:17])[n:36][c:37]([CH3:39])[n:38]3)[CH2:9][CH2:10]1)([CH3:40])[CH3:41].[cH:49]1[cH:50][cH:51][n:52][cH:53][cH:54]1>>[O:1]([C:2]([CH2:3][O:4][CH:5]1[CH2:6][CH2:7][CH:8]([n:11]2[c:12]3[n:13]([c:14]([CH2:33][CH2:34][CH3:35])[c:15]([CH2:18][c:19]4[cH:20][cH:21][c:22](-[c:25]5[c:26]([C:31]#[N:32])[cH:27][cH:28][cH:29][cH:30]5)[cH:23][cH:24]4)[c:16]2=[O:17])[n:36][c:37]([CH3:39])[n:38]3)[CH2:9][CH2:10]1)([CH3:40])[CH3:41])[C:43]([CH3:42])=[O:44]. Starting materials: C(C)(C)(C)C1=CC=C(C=C1)S(=O)(=O)NC1=NC(=NC(=C1OC1=C(C=CC(=C1)OC)Cl)OCCSC)CC (4-tert-butyl-N-[5-(2-chloro-5-methoxyphenoxy)-2-ethyl-6-(2-methylsulphanyl-ethoxy)-pyrimidin-4-yl]-benzenesulfonamide), CO (MeOH), Cl (HCl). Solvent: [OH-].[Na+] (NaOH), O (H2O). Conditions: time 5 hour. Yields the product C(C)(C)(C)C1=CC=C(C=C1)S(=O)(=O)NC1=NC(=NC(=C1OC1=C(C=CC(=C1)OC)Cl)OCCS(=O)C)CC ((RS)-4-tert-butyl-N-[5-(2-chloro-5-methoxy-phenoxy)-2-ethyl-6-(2-methylsulphinyl-ethoxy)pyrimidin-4-yl]-benzenesulfonamide). RXN SMILES: [C:1]([C:5]1[CH:10]=[CH:9][C:8]([S:11]([NH:14][C:15]2[C:20]([O:21][C:22]3[CH:27]=[C:26]([O:28][CH3:29])[CH:25]=[CH:24][C:23]=3[Cl:30])=[C:19]([O:31][CH2:32][CH2:33][S:34][CH3:35])[N:18]=[C:17]([CH2:36][CH3:37])[N:16]=2)(=[O:13])=[O:12])=[CH:7][CH:6]=1)([CH3:4])([CH3:3])[CH3:2].Cl.C[OH:40]>[OH-].[Na+].O>[C:1]([C:5]1[CH:6]=[CH:7][C:8]([S:11]([NH:14][C:15]2[C:20]([O:21][C:22]3[CH:27]=[C:26]([O:28][CH3:29])[CH:25]=[CH:24][C:23]=3[Cl:30])=[C:19]([O:31][CH2:32][CH2:33][S:34]([CH3:35])=[O:40])[N:18]=[C:17]([CH2:36][CH3:37])[N:16]=2)(=[O:12])=[O:13])=[CH:9][CH:10]=1)([CH3:4])([CH3:3])[CH3:2] |f:3.4|. Procedure: 210 mg of 4-tert-butyl-N-[5-(2-chloro-5-methoxyphenoxy)-2-ethyl-6-(2-methylsulphanyl-ethoxy)-pyrimidin-4-yl]-benzenesulfonamide were dissolved in 5 ml of MeOH and 0.2 ml of 1N NaOH. 95 mg of NalO4 dissolved in 0.5 ml of H2O were added thereto and the mixture was stirred at room temperature for 5 hours, whereby a suspension resulted. Then, 0.2 ml of 1N HCl was added and the mixture was subsequently evaporated to dryness. The residue was partitioned between ethyl acetate and 0.1N HCl and worked-up... Reactants: [BH4-], CCO, O=Cc1ccc(C2CCCC2)c(C(F)(F)F)c1, [Na+]. The product is OCc1ccc(C2CCCC2)c(C(F)(F)F)c1. Reaction SMILES: [BH4-:18].[CH3:20][CH2:21][OH:22].[CH:1]1([c:6]2[c:7]([C:14]([F:15])([F:16])[F:17])[cH:8][c:9]([CH:10]=[O:11])[cH:12][cH:13]2)[CH2:2][CH2:3][CH2:4][CH2:5]1.[Na+:19]>>[CH:1]1([c:6]2[c:7]([C:14]([F:15])([F:16])[F:17])[cH:8][c:9]([CH2:10][OH:11])[cH:12][cH:13]2)[CH2:2][CH2:3][CH2:4][CH2:5]1. Starting materials: C(C1=CC=CC=C1)OC1=NC(=CC(=C1CN1C(C=2C(=C(C=C(C2CC1)C(=O)N(C)C)OC(C)C)Cl)=O)C)C (2-{[2-(benzyloxy)-4,6-dimethylpyridin-3-yl]methyl}-8-chloro-N,N-dimethyl-1-oxo-7-(propan-2-yloxy)-1,2,3,4-tetrahydroisoquinoline-5-carboxamide), C(=O)(C(F)(F)F)O (TFA). The product is ClC1=C(C=C(C=2CCN(C(C12)=O)CC=1C(NC(=CC1C)C)=O)C(=O)N(C)C)OC(C)C (8-chloro-2-[(4,6-dimethyl-2-oxo-1,2-dihydropyridin-3-yl)methyl]-N,N-dimethyl-1-oxo-7-(propan-2-yloxy)-1,2,3,4-tetrahydroisoquinoline-5-carboxamide). Yield: 82.6%. Reaction SMILES: C([O:8][C:9]1[C:14]([CH2:15][N:16]2[CH2:25][CH2:24][C:23]3[C:22]([C:26]([N:28]([CH3:30])[CH3:29])=[O:27])=[CH:21][C:20]([O:31][CH:32]([CH3:34])[CH3:33])=[C:19]([Cl:35])[C:18]=3[C:17]2=[O:36])=[C:13]([CH3:37])[CH:12]=[C:11]([CH3:38])[N:10]=1)C1C=CC=CC=1.C(O)(C(F)(F)F)=O>>[Cl:35][C:19]1[C:18]2[C:17](=[O:36])[N:16]([CH2:15][C:14]3[C:9](=[O:8])[NH:10][C:11]([CH3:38])=[CH:12][C:13]=3[CH3:37])[CH2:25][CH2:24][C:23]=2[C:22]([C:26]([N:28]([CH3:30])[CH3:29])=[O:27])=[CH:21][C:20]=1[O:31][CH:32]([CH3:34])[CH3:33]. Procedure: A solution of 2-{[2-(benzyloxy)-4,6-dimethylpyridin-3-yl]methyl}-8-chloro-N,N-dimethyl-1-oxo-7-(propan-2-yloxy)-1,2,3,4-tetrahydroisoquinoline-5-carboxamide (90b, 16 mg, 89% yield) and TFA (1.5 mL) was stirred at room temperature for 24 hours. The volatiles were removed under vacuum and the residue was purified by preparative HPLC to give the title compound (Example 90, 11 mg, 85% yield) as a white solid. 1H NMR (700 MHz, DMSO-d6) δ 7.15 (s, 1H) 5.90 (s, 1H) 4.65-4.71 (m, 1H) 4.56 (br. s., 2H) 2... Reactants: CC(C)(C)OC(=O)C1(c2ccc(Br)cc2)CC1, Cc1ccccc1, ClCCl, CC(C)(C)OC(=O)N1CCNCC1. Product: CC(C)(C)OC(=O)N1CCN(c2ccc(C3(C(=O)OC(C)(C)C)CC3)cc2)CC1. As a reaction SMILES: [Br:1][c:2]1[cH:3][cH:4][c:5]([C:8]2([C:11](=[O:12])[O:13][C:14]([CH3:15])([CH3:16])[CH3:17])[CH2:9][CH2:10]2)[cH:6][cH:7]1.[CH3:34][c:35]1[cH:36][cH:37][cH:38][cH:39][cH:40]1.[Cl:31][CH2:32][Cl:33].[N:18]1([C:24](=[O:25])[O:26][C:27]([CH3:28])([CH3:29])[CH3:30])[CH2:19][CH2:20][NH:21][CH2:22][CH2:23]1>>[c:2]1([N:21]2[CH2:20][CH2:19][N:18]([C:24](=[O:25])[O:26][C:27]([CH3:28])([CH3:29])[CH3:30])[CH2:23][CH2:22]2)[cH:3][cH:4][c:5]([C:8]2([C:11](=[O:12])[O:13][C:14]([CH3:15])([CH3:16])[CH3:17])[CH2:9][CH2:10]2)[cH:6][cH:7]1.